From a dataset of the Open Reaction Database (ORD), a public repository of structured organic reaction records. describe an organic reaction: reactants, conditions, products, and yield Reactants: CCCCCCC=Cc1cc2c(C(C)(C)C)c(OC(C)=O)c(C(C)(C)C)cc2o1, CCOC(C)=O. Product: CCCCCCCCc1cc2c(C(C)(C)C)c(OC(C)=O)c(C(C)(C)C)cc2o1. RXN SMILES: [C:1]([CH3:2])(=[O:3])[O:4][c:5]1[c:6]([C:26]([CH3:27])([CH3:28])[CH3:29])[cH:7][c:8]2[c:9]([cH:10][c:11]([CH:13]=[CH:14][CH2:15][CH2:16][CH2:17][CH2:18][CH2:19][CH3:20])[o:12]2)[c:21]1[C:22]([CH3:23])([CH3:24])[CH3:25].[CH3:30][CH2:31][O:32][C:33](=[O:34])[CH3:35]>>[C:1]([CH3:2])(=[O:3])[O:4][c:5]1[c:6]([C:26]([CH3:27])([CH3:28])[CH3:29])[cH:7][c:8]2[c:9]([cH:10][c:11]([CH2:13][CH2:14][CH2:15][CH2:16][CH2:17][CH2:18][CH2:19][CH3:20])[o:12]2)[c:21]1[C:22]([CH3:23])([CH3:24])[CH3:25]. Product: CC[Si](C)(C)CCCCc1ccc(Br)cc1. Starting materials: C=CCCc1ccc(Br)cc1, CC[SiH](C)C, Cc1ccccc1, C1=CCC=C1, ClCCl, [Pt], Cl[Pt]Cl. Reaction SMILES: [CH2:1]([CH2:2][CH:3]=[CH2:4])[c:5]1[cH:6][cH:7][c:8]([Br:11])[cH:9][cH:10]1.[CH3:12][SiH:13]([CH2:14][CH3:15])[CH3:16].[CH3:17][c:18]1[cH:19][cH:20][cH:21][cH:22][cH:23]1.[CH:31]1=[CH:35][CH:34]=[CH:33][CH2:32]1.[Cl:25][CH2:26][Cl:27].[Pt:24].[Pt:28]([Cl:29])[Cl:30]>>[CH2:1]([CH2:2][CH2:3][CH2:4][Si:13]([CH3:12])([CH2:14][CH3:15])[CH3:16])[c:5]1[cH:6][cH:7][c:8]([Br:11])[cH:9][cH:10]1. Starting materials: CC1=C(C=C(C=C1)NC(=O)C1=CC(=NC=C1)N1CCOCC1)NC(C1=C(C(=CC=C1)Cl)[N+](=O)[O-])=O (N-[2-methyl-5-(2-morpholinopyrid-4ylcarbonylamino)phenyl]-3-chloro-2-nitrobenzamide), CN1CCNCC1 (1-methylpiperazine). Yields the product CC1=C(C=C(C=C1)NC(=O)C1=CC(=NC=C1)N1CCOCC1)NC(C1=C(C(=CC=C1)N1CCN(CC1)C)[N+](=O)[O-])=O (N-[2-methyl-5(2-morpholinopyrid-4-ylcarbonylamino)phenyl]-3-(4methylpiperazin-1-yl)-2-nitrobenzamide). Reaction SMILES: [CH3:1][C:2]1[CH:7]=[CH:6][C:5]([NH:8][C:9]([C:11]2[CH:16]=[CH:15][N:14]=[C:13]([N:17]3[CH2:22][CH2:21][O:20][CH2:19][CH2:18]3)[CH:12]=2)=[O:10])=[CH:4][C:3]=1[NH:23][C:24](=[O:35])[C:25]1[CH:30]=[CH:29][CH:28]=[C:27](Cl)[C:26]=1[N+:32]([O-:34])=[O:33].[CH3:36][N:37]1[CH2:42][CH2:41][NH:40][CH2:39][CH2:38]1>>[CH3:1][C:2]1[CH:7]=[CH:6][C:5]([NH:8][C:9]([C:11]2[CH:16]=[CH:15][N:14]=[C:13]([N:17]3[CH2:22][CH2:21][O:20][CH2:19][CH2:18]3)[CH:12]=2)=[O:10])=[CH:4][C:3]=1[NH:23][C:24](=[O:35])[C:25]1[CH:30]=[CH:29][CH:28]=[C:27]([N:40]2[CH2:41][CH2:42][N:37]([CH3:36])[CH2:38][CH2:39]2)[C:26]=1[N+:32]([O-:34])=[O:33]. Procedure details: In an analogous procedure to that described in Example 15, N-[2-methyl-5-(2-morpholinopyrid-4ylcarbonylamino)phenyl]-3-chloro-2-nitrobenzamide was reacted with 1-methylpiperazine to give the title compound; NMR Spectrum: (DMSOd6) 2.84-2.89 (m, 4H), 2.92-3.08 (m, 4H), 3.58-3.61 (m, 4H), 3.81-3.84 (m, 4H), 6.95 (d, 1H), 7.09 (s, 1H), 7.10 (d, 1H), 7.41-7.44 (m, 2H), 7.53 (d, 1H), 7.76 (d, 1H), 7.96 (s, 1H), 8.04 (s, 1H), 8.3 (d, 1H); Mass Spectrum: M+H+ 560. The reactants are CC(C)(C)O, CC(C)(C)NCC(O)CO, Cc1cnc(Cl)c2cc(Cl)ccc12, [K]. Yields the product Cc1cnc(OCC(O)CNC(C)(C)C)c2cc(Cl)ccc12. As a reaction SMILES: [C:25]([OH:26])([CH3:27])([CH3:28])[CH3:29].[C:2]([CH3:3])([CH3:4])([CH3:5])[NH:6][CH2:7][CH:8]([CH2:9][OH:10])[OH:11].[Cl:12][c:13]1[n:14][cH:15][c:16]([CH3:24])[c:17]2[cH:18][cH:19][c:20]([Cl:23])[cH:21][c:22]12.[K:1]>>[C:2]([CH3:3])([CH3:4])([CH3:5])[NH:6][CH2:7][CH:8]([CH2:9][O:10][c:13]1[n:14][cH:15][c:16]([CH3:24])[c:17]2[cH:18][cH:19][c:20]([Cl:23])[cH:21][c:22]12)[OH:11]. Reactants: COCCOC1CCC2C3CCc4cc(O[Si](C)(C)C(C)(C)C)c(OC)cc4C3CCC12C, CCCC[N+](CCCC)(CCCC)CCCC, C1CCOC1, [F-]. Yields the product COCCOC1CCC2C3CCc4cc(O)c(OC)cc4C3CCC12C. Reaction SMILES: [C:1]([Si:2]([CH3:3])([CH3:4])[O:8][c:9]1[c:10]([O:32][CH3:33])[cH:11][c:12]2[c:24]([cH:25]1)[CH2:23][CH2:22][CH:21]1[CH:13]2[CH2:14][CH2:15][C:16]2([CH3:31])[CH:17]([O:26][CH2:27][CH2:28][O:29][CH3:30])[CH2:18][CH2:19][CH:20]21)([CH3:5])([CH3:6])[CH3:7].[CH2:35]([N+:36]([CH2:37][CH2:38][CH2:39][CH3:40])([CH2:41][CH2:42][CH2:43][CH3:44])[CH2:45][CH2:46][CH2:47][CH3:48])[CH2:49][CH2:50][CH3:51].[CH2:52]1[O:53][CH2:54][CH2:55][CH2:56]1.[F-:34]>>[OH:8][c:9]1[c:10]([O:32][CH3:33])[cH:11][c:12]2[c:24]([cH:25]1)[CH2:23][CH2:22][CH:21]1[CH:13]2[CH2:14][CH2:15][C:16]2([CH3:31])[CH:17]([O:26][CH2:27][CH2:28][O:29][CH3:30])[CH2:18][CH2:19][CH:20]21. Starting materials: Cl.CN1CC2=CC(=CC=C2CC1)N (2-Methyl-1,2,3,4-tetrahydroisoquinolin-7-ylamine hydrochloride), Cl.S1C(=CC=C1)C(=N)SCC (2-thiophenecarboximidothioic acid, ethyl ester, hydrochloride). Run in C(C)O (ethanol). Reaction conditions: temperature 0 celsius. Product: Cl.Cl.CN1CC2=CC(=CC=C2CC1)NC(=N)C=1SC=CC1 (N-(2-methyl-1,2,3,4-tetrahydroisoquinolin-7-yl)-2-thiophenecarboximidamide dihydrochloride). Reaction SMILES: [ClH:1].[CH3:2][N:3]1[CH2:12][CH2:11][C:10]2[C:5](=[CH:6][C:7]([NH2:13])=[CH:8][CH:9]=2)[CH2:4]1.Cl.[S:15]1[CH:19]=[CH:18][CH:17]=[C:16]1[C:20](SCC)=[NH:21]>C(O)C>[ClH:1].[ClH:1].[CH3:2][N:3]1[CH2:12][CH2:11][C:10]2[C:5](=[CH:6][C:7]([NH:13][C:20]([C:16]3[S:15][CH:19]=[CH:18][CH:17]=3)=[NH:21])=[CH:8][CH:9]=2)[CH2:4]1 |f:0.1,2.3,5.6.7|. Procedure details: 2-Methyl-1,2,3,4-tetrahydroisoquinolin-7-ylamine hydrochloride (34.66 g) in 95% ethanol (600 ml) was warmed to 65° C. to dissolve most of the solids, and the mixture was then allowed to cool with stirring. The next day, the fine suspension of solids was treated with 2-thiophenecarboximidothioic acid, ethyl ester, hydrochloride (41 g) and stirred at 23° C. All solids had dissolved by 2 h, and by 4 h new solids had precipitated. The mixture was treated with concentrated hydrochloric acid (2 ml). T... Starting materials: C(C)C(C(=O)OC)(C(=O)OC)C(C(C1=CC2=C(N=C(O2)C2=CC=CC=C2)C=C1)=O)C (dimethyl 2-ethyl-2-[1-methyl-2-oxo-2-(2-phenyl-benzoxazol-6-yl)-ethyl]-malonate), [OH-].[Li+] (lithium hydroxide). Solvent: O1CCOCC1 (dioxane), O (water). Reaction conditions: time 8 hour. Product: C(C)C(C(=O)O)(C(=O)O)C(C(C1=CC2=C(N=C(O2)C2=CC=CC=C2)C=C1)=O)C (2-ethyl-2-[1-methyl-2-oxo-2-(2-phenyl-benzoxazol-6-yl)-ethyl]-malonic acid). As a reaction SMILES: [CH2:1]([C:3]([CH:12]([CH3:30])[C:13](=[O:29])[C:14]1[CH:28]=[CH:27][C:17]2[N:18]=[C:19]([C:21]3[CH:26]=[CH:25][CH:24]=[CH:23][CH:22]=3)[O:20][C:16]=2[CH:15]=1)([C:8]([O:10]C)=[O:9])[C:4]([O:6]C)=[O:5])[CH3:2].[OH-].[Li+]>O1CCOCC1.O>[CH2:1]([C:3]([CH:12]([CH3:30])[C:13](=[O:29])[C:14]1[CH:28]=[CH:27][C:17]2[N:18]=[C:19]([C:21]3[CH:22]=[CH:23][CH:24]=[CH:25][CH:26]=3)[O:20][C:16]=2[CH:15]=1)([C:4]([OH:6])=[O:5])[C:8]([OH:10])=[O:9])[CH3:2] |f:1.2|. Procedure details: 660 mg (1.13 mmol) dimethyl 2-ethyl-2-[1-methyl-2-oxo-2-(2-phenyl-benzoxazol-6-yl)-ethyl]-malonate are dissolved in 20 ml dioxane. Then 170 mg (7.10 mmol) lithium hydroxide, dissolved in 5 ml of water, are added and the mixture is stirred overnight at RT. The reaction mixture is extracted with DCM, the aqueous phase is acidified and extracted again with DCM. Then the org. phase is dried and the solv. is completely eliminated by rotary evaporation i.V. The residue is separated by RP-HPLC (basic). The reactants are Mg, Grignard reagent, N1=C(C=CC=C1)C1=NN=C(O1)C(=O)OC (methyl 5-(pyridin-2-yl)-1,3,4-oxadiazole-2-carboxylate), BrCCCCCCC1=CC=CC=C1 (6-bromohexylbenzene), BrCCBr (1,2-dibromoethane). Solvent: C1CCOC1 (THF), C1CCOC1 (THF), C1CCOC1 (THF). Run at time 2 hour. Product: EtOAc-hexanes, C1(=CC=CC=C1)CCCCCCC(=O)C=1OC(=NN1)C1=NC=CC=C1 (7-Phenyl-1-(5-(pyridin-2-yl)-1,3,4-oxadiazol-2-yl)-heptan-1-one). The yield is 52.6%. RXN SMILES: BrCCBr.Br[CH2:6][CH2:7][CH2:8][CH2:9][CH2:10][CH2:11][C:12]1[CH:17]=[CH:16][CH:15]=[CH:14][CH:13]=1.[N:18]1[CH:23]=[CH:22][CH:21]=[CH:20][C:19]=1[C:24]1[O:28][C:27]([C:29](OC)=[O:30])=[N:26][N:25]=1>C1COCC1>[C:12]1([CH2:11][CH2:10][CH2:9][CH2:8][CH2:7][CH2:6][C:29]([C:27]2[O:28][C:24]([C:19]3[CH:20]=[CH:21][CH:22]=[CH:23][N:18]=3)=[N:25][N:26]=2)=[O:30])[CH:17]=[CH:16][CH:15]=[CH:14][CH:13]=1. Procedure: A dry vial was charged with freshly activated Mg turnings (115 mg, 5 mmol), 100 μL of anhydrous THF and a drop of 1,2-dibromoethane under Ar. This mixture was treated dropwise with a solution of 6-bromohexylbenzene (240 mg, 1 mmol) in THF (1 mL) at 23° C. The mixture was warmed and sonicated repeatedly until Grignard formation occurred. The gray solution of the Grignard reagent was added to a solution of methyl 5-(pyridin-2-yl)-1,3,4-oxadiazole-2-carboxylate (S7, 40 mg, 0.17 mmol) in THF (2 mL) ...